Dataset: the Open Reaction Database (ORD), a public repository of structured organic reaction records. Task: describe an organic reaction: reactants, conditions, products, and yield Starting materials: NCCNC(OC(C)(C)C)=O (t-butyl 2-aminoethylcarbamate), C1(=CC=CC=C1)N=C=S (phenyl isothiocyanate). Solvent: C(C)O (ethanol). Reaction conditions: temperature 75 celsius. Yields the product N(C1=CC=CC=C1)C(=S)NCCNC(OC(C)(C)C)=O (t-Butyl 2-[(anilinocarbothioyl)amino]ethylcarbamate). As a reaction SMILES: [NH2:1][CH2:2][CH2:3][NH:4][C:5](=[O:11])[O:6][C:7]([CH3:10])([CH3:9])[CH3:8].[C:12]1([N:18]=[C:19]=[S:20])[CH:17]=[CH:16][CH:15]=[CH:14][CH:13]=1>C(O)C>[NH:18]([C:19]([NH:1][CH2:2][CH2:3][NH:4][C:5](=[O:11])[O:6][C:7]([CH3:8])([CH3:10])[CH3:9])=[S:20])[C:12]1[CH:17]=[CH:16][CH:15]=[CH:14][CH:13]=1. Procedure details: To a solution of t-butyl 2-aminoethylcarbamate (1.76 ml) in ethanol (22 ml) was added dropwise phenyl isothiocyanate (1.5 g), and the mixture was heated at 75° C. for one hour. The reaction mixture was concentrated under reduced pressure and crystallized from n-hexane to give the title compound (3.25 g). The reactants are ClC=1C=C(NC=2C3=C(N=CN2)NC(=C3)C(=O)OCC)C=CC1 (4-(3-chloroanilino)-6-ethoxycarbonyl-7H-pyrrolo-[2,3-d]pyrimidine), N (ammonia). Run in CO (methanol). Yields the product NC(=O)C1=CC2=C(N=CN=C2NC2=CC(=CC=C2)Cl)N1 (6-aminocarbonyl-4-(3-chloroanilino)-7H-pyrrolo[2,3-d]pyrimidine). RXN SMILES: [Cl:1][C:2]1[CH:3]=[C:4]([CH:20]=[CH:21][CH:22]=1)[NH:5][C:6]1[C:7]2[CH:14]=[C:13]([C:15](OCC)=[O:16])[NH:12][C:8]=2[N:9]=[CH:10][N:11]=1.[NH3:23]>CO>[NH2:23][C:15]([C:13]1[NH:12][C:8]2[N:9]=[CH:10][N:11]=[C:6]([NH:5][C:4]3[CH:20]=[CH:21][CH:22]=[C:2]([Cl:1])[CH:3]=3)[C:7]=2[CH:14]=1)=[O:16]. Reported procedure: 90 mg (0.285 mmol) of 4-(3-chloroanilino)-6-ethoxycarbonyl-7H-pyrrolo-[2,3-d]pyrimidine (stage 1.4) in 30 ml of methanol and≈5 g of ammonia are heated at 120° C. for 48 h in an autoclave. The reaction mixture is treated with silica gel, evaporated, applied to a silica gel column as a powder and finally eluted with methylene chloride/methanol/THF (210:35:10). Filtration with methanol through an alumina column (basic) and stirring in ethyl acetate yields 6-aminocarbonyl-4-(3-chloroanilino)-7H-pyrr... The reactants are ClC=1C2=C(N=C(N1)C1=CC(=CC=C1)Cl)CCC2 (4-Chloro-2-(3-chlorophenyl)-6,7-dihydro-5H-cyclopenta[d]pyrimidine), NC1=CC=C(C=C1)CCCO (3-(4-aminophenyl)propan-1-ol), [OH-].[Li+] (lithium hydroxide). Run in C(C)(=O)O (acetic acid), C([O-])(O)=O.[Na+] (sodium bicarbonate), O (water). Conditions: temperature 120 celsius, time 1 hour. Yields the product ClC=1C=C(C=CC1)C=1N=C(C2=C(N1)CCC2)NC2=CC=C(C=C2)CCCO (3-(4-((2-(3-Chlorophenyl)-6,7-dihydro-5H-cyclopenta[d]pyrimidin-4-yl)amino)phenyl)propan-1-ol). The yield is 40.1%. As a reaction SMILES: Cl[C:2]1[C:3]2[CH2:17][CH2:16][CH2:15][C:4]=2[N:5]=[C:6]([C:8]2[CH:13]=[CH:12][CH:11]=[C:10]([Cl:14])[CH:9]=2)[N:7]=1.[NH2:18][C:19]1[CH:24]=[CH:23][C:22]([CH2:25][CH2:26][CH2:27][OH:28])=[CH:21][CH:20]=1.[OH-].[Li+]>C(O)(=O)C.C(=O)(O)[O-].[Na+].O>[Cl:14][C:10]1[CH:9]=[C:8]([C:6]2[N:7]=[C:2]([NH:18][C:19]3[CH:20]=[CH:21][C:22]([CH2:25][CH2:26][CH2:27][OH:28])=[CH:23][CH:24]=3)[C:3]3[CH2:17][CH2:16][CH2:15][C:4]=3[N:5]=2)[CH:13]=[CH:12][CH:11]=1 |f:2.3,5.6|. Procedure details: 4-Chloro-2-(3-chlorophenyl)-6,7-dihydro-5H-cyclopenta[d]pyrimidine (0.090 g, 0.40 mmol) and 3-(4-aminophenyl)propan-1-ol (0.060 g, 0.40 mmol) were suspended in acetic acid (2 mL). The mixture was heated to 120° C. for 1 h. After this time, the reaction was cooled, diluted with saturated aqueous sodium bicarbonate, and extracted with ethyl acetate. The mixture was concentrated, redissolved in methanol (5 mL), and lithium hydroxide (4 equiv) was added. The mixture stirred for 1 h, diluted with wat... As a reaction SMILES: [CH3:1][O:2][C:3](=[O:13])[CH2:4][C:5]1[CH:10]=[CH:9][CH:8]=[C:7]([CH:11]=O)[CH:6]=1.[NH:14]1[CH:18]=[CH:17][CH:16]=[CH:15]1>C(O)(=O)CC>[CH3:1][O:2][C:3]([CH2:4][C:5]1[CH:6]=[C:7]([C:11]2[C:18]3[NH:14][C:15]([C:11]([C:7]4[CH:8]=[CH:9][CH:10]=[C:5]([CH2:4][C:3]([O:2][CH3:1])=[O:13])[CH:6]=4)=[C:15]4[N:14]=[C:18]([C:11]([C:7]5[CH:8]=[CH:9][CH:10]=[C:5]([CH2:4][C:3]([O:2][CH3:1])=[O:13])[CH:6]=5)=[C:15]5[NH:14][C:18](=[C:11]([C:7]6[CH:8]=[CH:9][CH:10]=[C:5]([CH2:4][C:3]([O:2][CH3:1])=[O:13])[CH:6]=6)[C:15]6[CH:16]=[CH:17][C:18]=2[N:14]=6)[CH:17]=[CH:16]5)[CH:17]=[CH:16]4)=[CH:16][CH:17]=3)[CH:8]=[CH:9][CH:10]=1)=[O:13]. Product: COC(=O)CC=1C=C(C=CC1)C=1C2=CC=C(N2)C(=C2C=CC(C(=C3C=CC(=C(C=4C=CC1N4)C4=CC(=CC=C4)CC(=O)OC)N3)C3=CC(=CC=C3)CC(=O)OC)=N2)C2=CC(=CC=C2)CC(=O)OC (5,10,15,20-Tetrakis-[3-(methoxycarbonylmethyl)-phenyl]-porphyrin). The solvent is C(CC)(=O)O (propionic acid). Procedure: 17.82 g (0.10 mol) of (3-formylphenyl)-acetic acid methyl ester (B RN 3231441) is dissolved in 300 ml of propionic acid and the solution is heated to 60° C. 6.71 g (0.10 mol) of pyrrole is instilled slowly and the dark solution is stirred for 1 hour at 110° C. After cooling, it is completely concentrated by evaporation in a vacuum, the residue is taken up in dichloromethane and shaken out with saturated aqueous sodium bicarbonate solution. After the drying of the organic phase on sodium sulfate,... Starting materials: COC(CC1=CC(=CC=C1)C=O)=O ((3-formylphenyl)-acetic acid methyl ester), N1C=CC=C1 (pyrrole). Conditions: temperature 60 celsius, time 1 hour.